Dataset: the Open Reaction Database (ORD), a public repository of structured organic reaction records. Task: describe an organic reaction: reactants, conditions, products, and yield Starting materials: CCO, [Cl-], [K+], [K+], [K+], [K+], O=CC(O)C(O)C(O)C(O)CO, CCOC(=O)C1CCCCC1=O, O=P([O-])(O)O, O=P([O-])([O-])O. The product is CCOC(=O)C1CCCCC1O. RXN SMILES: [CH3:40][CH2:41][OH:42].[Cl-:26].[K+:18].[K+:24].[K+:25].[K+:27].[O:1]=[CH:2][CH:3]([CH:4]([CH:5]([CH:6]([CH2:7][OH:8])[OH:9])[OH:10])[OH:11])[OH:12].[O:28]=[C:29]1[CH:30]([C:35](=[O:36])[O:37][CH2:38][CH3:39])[CH2:31][CH2:32][CH2:33][CH2:34]1.[P:13]([O-:14])([OH:15])([OH:16])=[O:17].[P:19]([O-:20])([O-:21])([OH:22])=[O:23]>>[OH:28][CH:29]1[CH:30]([C:35](=[O:36])[O:37][CH2:38][CH3:39])[CH2:31][CH2:32][CH2:33][CH2:34]1. Reactants: COC(CCCC(C(CO)O)C)(C)C (7-Methoxy-3,7-dimethyl octan-1,2-diol), I(=O)(=O)(=O)O (periodic acid), C([O-])(O)=O.[Na+] (sodium bicarbonate). The solvent is O (water). Yields the product COC(CCCC(C=O)C)(C)C (6-Methoxy-2,6-dimethylheptanal). Isolated yield 29.7%. Reaction SMILES: [CH3:1][O:2][C:3]([CH3:14])([CH3:13])[CH2:4][CH2:5][CH2:6][CH:7]([CH3:12])[CH:8]([OH:11])CO.I(O)(=O)(=O)=O.C(=O)(O)[O-].[Na+]>O>[CH3:1][O:2][C:3]([CH3:13])([CH3:14])[CH2:4][CH2:5][CH2:6][CH:7]([CH3:12])[CH:8]=[O:11] |f:2.3|. Procedure details: 7-Methoxy-3,7-dimethyl octan-1,2-diol (40 g) was treated with periodic acid in tetrahydrofuren; work up with water followed by diluted sodium bicarbonate wash gave the aldehyde (10 g) with specific rotating α(22/D+13.69.